Task: describe an organic reaction: reactants, conditions, products, and yield. Dataset: the Open Reaction Database (ORD), a public repository of structured organic reaction records Reactants: ClC=1C=C(C=O)C=CC1 (m-chlorobenzaldehyde), C(CC(=O)C)(=O)OCCCN1CCN(CC1)C(C1=CC=CC=C1)C1=CC=CC=C1 (3-(4-benzhydryl-1-piperazinyl)propyl acetoacetate), N\C(=C/C(=O)OC)\C (methyl 3-aminocrotonate). Run in C(C)(C)O (isopropyl alcohol). The product is ClC=1C=C(C=CC1)C1C(=C(NC(=C1C(=O)OC)C)C)C(=O)OCCCN1CCN(CC1)C(C1=CC=CC=C1)C1=CC=CC=C1 (3-(4-benzhydryl-1-piperazinyl)propyl methyl 4-(3-chlorophenyl)-2,6-dimethyl-1,4-dihydropyridine-3,5-dicarboxylate). Reaction SMILES: [Cl:1][C:2]1[CH:3]=[C:4]([CH:7]=[CH:8][CH:9]=1)[CH:5]=O.[C:10]([O:16][CH2:17][CH2:18][CH2:19][N:20]1[CH2:25][CH2:24][N:23]([CH:26]([C:33]2[CH:38]=[CH:37][CH:36]=[CH:35][CH:34]=2)[C:27]2[CH:32]=[CH:31][CH:30]=[CH:29][CH:28]=2)[CH2:22][CH2:21]1)(=[O:15])[CH2:11][C:12]([CH3:14])=O.[NH2:39]/[C:40](/[CH3:46])=[CH:41]\[C:42]([O:44][CH3:45])=[O:43]>C(O)(C)C>[Cl:1][C:2]1[CH:3]=[C:4]([CH:5]2[C:41]([C:42]([O:44][CH3:45])=[O:43])=[C:40]([CH3:46])[NH:39][C:12]([CH3:14])=[C:11]2[C:10]([O:16][CH2:17][CH2:18][CH2:19][N:20]2[CH2:21][CH2:22][N:23]([CH:26]([C:33]3[CH:38]=[CH:37][CH:36]=[CH:35][CH:34]=3)[C:27]3[CH:28]=[CH:29][CH:30]=[CH:31][CH:32]=3)[CH2:24][CH2:25]2)=[O:15])[CH:7]=[CH:8][CH:9]=1. Reported procedure: A mixture of m-chlorobenzaldehyde, 3-(4-benzhydryl-1-piperazinyl)propyl acetoacetate and methyl 3-aminocrotonate was worked up in isopropyl alcohol in the same manner as Example 1 to give 3-(4-benzhydryl-1-piperazinyl)propyl methyl 4-(3-chlorophenyl)-2,6-dimethyl-1,4-dihydropyridine-3,5-dicarboxylate as an oil. This product was further treated with methanolic hydrogen chloride. Recrystallization from methanol gave the dihydrochloride as colorless crystals, m.p. 169°-172° C. Yield 45.6%. Reactants: O=C1CCC(=O)N1Br, Br, ClC(Cl)(Cl)Cl, CC(=O)Oc1ccc(CC(=O)O)cc1OC(C)=O, O=S(Cl)Cl. Product: CC(=O)Oc1ccc(C(Br)C(=O)O)cc1OC(C)=O. RXN SMILES: [Br:23][N:24]1[C:25](=[O:26])[CH2:27][CH2:28][C:29]1=[O:30].[BrH:31].[C:32]([Cl:33])([Cl:34])([Cl:35])[Cl:36].[C:5]([CH3:6])(=[O:7])[O:8][c:9]1[cH:10][c:11]([CH2:19][C:20](=[O:21])[OH:22])[cH:12][cH:13][c:14]1[O:15][C:16]([CH3:17])=[O:18].[S:1]([Cl:2])([Cl:3])=[O:4]>>[C:5]([CH3:6])(=[O:7])[O:8][c:9]1[cH:10][c:11]([CH:19]([C:20](=[O:21])[OH:22])[Br:23])[cH:12][cH:13][c:14]1[O:15][C:16]([CH3:17])=[O:18]. Starting materials: C(C)(C)(C)OC([C@H](CC(=O)NN1C(OC[C@@H]1CC1=CC=CC=C1)(C)C)C1=CN(C=C1)C1=CC=C(C=C1)C1=CC=CC=C1)=O (N-(4(S)-benzyl-2,2-dimethyl-oxazolidin-3-yl)-2(R)-(biphenyl-4-yl-1H-pyrrol-3-yl)succinamic acid t-butyl ester), CC([C@@H](C(NC)=O)NC(CC1=CC=C(O1)C1=CC=C(C=C1)C1=CC=CC=C1)=O)(C)C (N-(2,2-dimethyl-1(S)-(N-methylcarbamoyl)-propyl)-2-(2-biphenyl-4-yl-furan-5-yl)-acetamide), C(CCC)[Li] (n-butyllithium). Product: C(C)(C)(C)OC(CC(C(=O)N[C@@H](C(C)(C)C)C(NC)=O)C1=CC=C(O1)C1=CC=C(C=C1)C1=CC=CC=C1)=O (N-[2,2-dimethyl-1(S)-(methylcarbamoyl)propyl]-3-(2-(biphenyl-4-yl)-furan-5-yl)succinamic acid t-butyl ester). The yield is 7.0%. As a reaction SMILES: [C:1]([O:5][C:6](=[O:43])[C@@H:7](C1C=CN(C2C=CC(C3C=CC=CC=3)=CC=2)C=1)CC(NN1[C@@H](CC2C=CC=CC=2)COC1(C)C)=O)([CH3:4])([CH3:3])[CH3:2].[CH3:44][C:45]([CH3:73])([CH3:72])[C@H:46]([NH:51][C:52](=[O:71])[CH2:53][C:54]1[O:58][C:57]([C:59]2[CH:64]=[CH:63][C:62]([C:65]3[CH:70]=[CH:69][CH:68]=[CH:67][CH:66]=3)=[CH:61][CH:60]=2)=[CH:56][CH:55]=1)[C:47](=[O:50])[NH:48][CH3:49].C([Li])CCC>>[C:1]([O:5][C:6](=[O:43])[CH2:7][CH:53]([C:54]1[O:58][C:57]([C:59]2[CH:60]=[CH:61][C:62]([C:65]3[CH:70]=[CH:69][CH:68]=[CH:67][CH:66]=3)=[CH:63][CH:64]=2)=[CH:56][CH:55]=1)[C:52]([NH:51][C@H:46]([C:47](=[O:50])[NH:48][CH3:49])[C:45]([CH3:73])([CH3:72])[CH3:44])=[O:71])([CH3:4])([CH3:3])[CH3:2]. Reported procedure: According to the procedure described in Example 13 for the preparation of N-(4(S)-benzyl-2,2-dimethyl-oxazolidin-3-yl)-2(R)-(biphenyl-4-yl-1H-pyrrol-3-yl)succinamic acid t-butyl ester, but N-(2,2-dimethyl-1(S)-(N-methylcarbamoyl)-propyl)-2-(2-biphenyl-4-yl-furan-5-yl)-acetamide was instead deprotonated with n-butyllithium (3.1 equiv) and alkylated to furnish 17 mg (7%) of N-[2,2-dimethyl-1(S)-(methylcarbamoyl)propyl]-3-(2-(biphenyl-4-yl)-furan-5-yl)succinamic acid t-butyl ester as an amorphous s... The reactants are ClC=1C=CC(=NC1)NC(C1=C(C(=CC(=C1)Cl)Cl)[N+](=O)[O-])=O (N-(5-chloropyridin-2-yl)-2-nitro-3,5-dichlorobenzamide), CNC (dimethyl amine), O (water). The solvent is CS(=O)C (dimethyl sulfoxide). Conditions: temperature 50 celsius, time 3 hour. The product is ClC=1C=CC(=NC1)NC(C1=C(C(=CC(=C1)Cl)N(C)C)[N+](=O)[O-])=O (N-(5-chloropyridin-2-yl)-2-nitro-3-dimethylamino-5-chlorobenzamide). Isolated yield 93.0%. Reaction SMILES: [Cl:1][C:2]1[CH:3]=[CH:4][C:5]([NH:8][C:9](=[O:21])[C:10]2[CH:15]=[C:14]([Cl:16])[CH:13]=[C:12](Cl)[C:11]=2[N+:18]([O-:20])=[O:19])=[N:6][CH:7]=1.[CH3:22][NH:23][CH3:24].O>CS(C)=O>[Cl:1][C:2]1[CH:3]=[CH:4][C:5]([NH:8][C:9](=[O:21])[C:10]2[CH:15]=[C:14]([Cl:16])[CH:13]=[C:12]([N:23]([CH3:24])[CH3:22])[C:11]=2[N+:18]([O-:20])=[O:19])=[N:6][CH:7]=1. Procedure: Into a solution of N-(5-chloropyridin-2-yl)-2-nitro-3,5-dichlorobenzamide (4.0 g, 12 mmol) in dimethyl sulfoxide (60 mL) was bubbled an excess of dimethyl amine gas. The mixture was sealed in a pressure tube and heated at 50° C. After 3 hours, the mixture was cooled to ambient temperature, then poured into water, and extracted with methylene chloride. The combined organic extracts were dried over MgSO4, and concentrated in vacuo to afford 3.8 g (93% yield) of N-(5-chloropyridin-2-yl)-2-nitro-3-d... Product: ClCCOC1=C(C=CC=C1)OC (1-(2-Chloroethoxy)-2-methoxybenzene). Solvent: CC(CC)=O (2-butanone). The yield is 52.2%. Reactants: C=1(C(O)=CC=CC1)OC (guaiacol), S(=O)(=O)(OCCCl)C1=CC=C(C)C=C1 (chloroethyl tosylate), C([O-])([O-])=O.[K+].[K+] (potassium carbonate). RXN SMILES: [C:1]1([O:8][CH3:9])[C:2](=[CH:4][CH:5]=[CH:6][CH:7]=1)[OH:3].S(C1C=CC(C)=CC=1)(OC[CH2:15][Cl:16])(=O)=O.[C:24](=O)([O-])[O-].[K+].[K+]>CC(=O)CC>[Cl:16][CH2:15][CH2:9][O:8][C:1]1[CH:7]=[CH:6][CH:5]=[CH:4][C:2]=1[O:3][CH3:24] |f:2.3.4|. Procedure details: A mixture of 52.88 g (0.426 mole) of guaiacol, 100 g (0.426 mole) of chloroethyl tosylate, 88.3 g (0.639 mole) of powdered potassium carbonate and 600 mL of 2-butanone is stirred mechanically and refluxed for 2 days. The reaction is filtered and the solid is rinsed with 2-butanone. The filtrate is evaporated and the residue taken up in ether and washed with 1N NaOH to remove unreacted guaiacol. The ether layer is dried over sodium sulfate, filtered and evaporated to give an oil which slowly crys... The reactants are COC[C@H](C)N ((S)-1-methoxy-2-propylamine), NC1=NC=C(C#N)C(=C1)F (6-amino-4-fluoronicotinonitrile), NC1=NC=C(C#N)C(=C1)F (6-amino-4-fluoronicotinonitrile). Solvent: CC(=O)N(C)C (DMA). Run at temperature 60 celsius. The product is NC1=NC=C(C#N)C(=C1)N[C@H](COC)C ((S)-6-amino-4-((1-methoxypropan-2-yl)amino)nicotinonitrile). RXN SMILES: [CH3:1][O:2][CH2:3][C@@H:4]([NH2:6])[CH3:5].[NH2:7][C:8]1[CH:15]=[C:14](F)[C:11]([C:12]#[N:13])=[CH:10][N:9]=1>CC(N(C)C)=O>[NH2:7][C:8]1[CH:15]=[C:14]([NH:6][C@@H:4]([CH3:5])[CH2:3][O:2][CH3:1])[C:11]([C:12]#[N:13])=[CH:10][N:9]=1. Procedure: A mixture of (S)-1-methoxy-2-propylamine (5.91 g, 65.6 mmol), 6-amino-4-fluoronicotinonitrile (intermediate 21, 3.0 g, 21.88 mmol) and diidopropylethylamine (11.52 ml, 65.6 mmol) in DMA (50 ml) was heated at 60° C. in a septum sealed reaction vessel for 48 h. The reaction mixture partitioned between DCM and aqueous NH4Cl, extracted with DCM (3×), the combined organic extracts were dried over Na2SO4 and evaporated to give the title compound as a pale yellow oil. (UPLC-MS 7) tR 0.40; ESI-MS 207.1 ...